From a dataset of the Open Reaction Database (ORD), a public repository of structured organic reaction records. describe an organic reaction: reactants, conditions, products, and yield Reactants: Cl[Si](C)(C)C1C(=CC2=C(C=CC=C12)C1=CC=C(C=C1)C(C)(C)C)C(C)C (chloro-(4-(4-tert-butylphenyl)-2-isopropyl-1H-inden-1-yl)-dimethylsilane), C(C)(C)(C)C1=CC=C(C=C1)C1=C2C(=CC=3CCCCC13)C=C(C2)C (9-(4-tert-Butylphenyl)-2-methyl-5,6,7,8-tetrahydro-1H-cyclopenta[b]naphthalene), C(#N)[Cu] (CuCN), [Li]CCCC (n-BuLi). Run in CCOCC (Et2O), CCCCCC (hexane), O (Water), CCOCC (Et2O). Reaction conditions: time 3 hour. Product: C(C)(C)(C)C1=CC=C(C=C1)C1=C2C=C(C(C2=CC=C1)[Si](C)(C)C1C(=CC=2C1=CC=1CCCCC1C2C2=CC=C(C=C2)C(C)(C)C)C)C(C)C ([4-(4-t-butylphenyl)-2-isopropyl-1H-inden-1-yl][4-(4-tert-butylphenyl)-2-methyl-5,6,7,8-tetrahydro-1H-cyclopenta[b]naphthalen-1-yl]dimethylsilane). RXN SMILES: [C:1]([C:5]1[CH:10]=[CH:9][C:8]([C:11]2[C:20]3[CH2:19][CH2:18][CH2:17][CH2:16][C:15]=3[CH:14]=[C:13]3[CH:21]=[C:22]([CH3:24])[CH2:23][C:12]=23)=[CH:7][CH:6]=1)([CH3:4])([CH3:3])[CH3:2].[Li]CCCC.C([Cu])#N.Cl[Si:34]([CH:37]1[C:45]2[C:40](=[C:41]([C:46]3[CH:51]=[CH:50][C:49]([C:52]([CH3:55])([CH3:54])[CH3:53])=[CH:48][CH:47]=3)[CH:42]=[CH:43][CH:44]=2)[CH:39]=[C:38]1[CH:56]([CH3:58])[CH3:57])([CH3:36])[CH3:35]>CCOCC.CCCCCC.O>[C:52]([C:49]1[CH:50]=[CH:51][C:46]([C:41]2[CH:42]=[CH:43][CH:44]=[C:45]3[C:40]=2[CH:39]=[C:38]([CH:56]([CH3:58])[CH3:57])[CH:37]3[Si:34]([CH:21]2[C:13]3=[CH:14][C:15]4[CH2:16][CH2:17][CH2:18][CH2:19][C:20]=4[C:11]([C:8]4[CH:7]=[CH:6][C:5]([C:1]([CH3:4])([CH3:2])[CH3:3])=[CH:10][CH:9]=4)=[C:12]3[CH:23]=[C:22]2[CH3:24])([CH3:36])[CH3:35])=[CH:47][CH:48]=1)([CH3:55])([CH3:54])[CH3:53]. Procedure details: Solution of 9-(4-tert-butylphenyl)-2-methyl-5,6,7,8-tetrahydro-1H-cyclopenta[b]naphthalene (4d, 2.97 g, 9.38 mmol) in Et2O (50 ml) was cooled to −60° C., and n-BuLi (1.6 M in hexane, 6.04 ml, 9.67 mmol) was added. The resulting mixture was allowed to warm to room temperature, stirred for 3 h, cooled to −60° C., and CuCN (50 mg, 0.55 mmol) was added. After 15 min, solution of chloro-(4-(4-tert-butylphenyl)-2-isopropyl-1H-inden-1-yl)-dimethylsilane (9.67 mmol) in Et2O (24 ml) was added, and result... Starting materials: COC([C@H](C\C=C\C1=CC=C(C=C1)C1(CCOCC1)OC)NC(C1=C(C=CC=C1Cl)Cl)=O)=O ((S,E)-2-(2,6-dichlorobenzamido)-5-[4-(4-methoxytetrahydropyran-4-yl)-phenyl]pent-4-enoic acid methyl ester), O.O.O.O.O.O.O.O.[OH-].[Ba+2].[OH-] (Barium hydroxide octahydrate). Run in C1CCOC1 (THF), O (water). Run at temperature 0 celsius, time 8 hour. Product: ClC1=C(C(=O)N[C@H](C(=O)O)C\C=C\C2=CC=C(C=C2)C2(CCOCC2)OC)C(=CC=C1)Cl ((S,E)-2-(2,6-dichlorobenzamido)-5-[4-(4-methoxytetrahydropyran-4-yl)-phenyl]pent-4-enoic acid). Yield: 64.6%. As a reaction SMILES: C[O:2][C:3](=[O:33])[C@@H:4]([NH:22][C:23](=[O:32])[C:24]1[C:29]([Cl:30])=[CH:28][CH:27]=[CH:26][C:25]=1[Cl:31])[CH2:5]/[CH:6]=[CH:7]/[C:8]1[CH:13]=[CH:12][C:11]([C:14]2([O:20][CH3:21])[CH2:19][CH2:18][O:17][CH2:16][CH2:15]2)=[CH:10][CH:9]=1.O.O.O.O.O.O.O.O.[OH-].[Ba+2].[OH-]>C1COCC1.O>[Cl:31][C:25]1[CH:26]=[CH:27][CH:28]=[C:29]([Cl:30])[C:24]=1[C:23]([NH:22][C@@H:4]([CH2:5]/[CH:6]=[CH:7]/[C:8]1[CH:13]=[CH:12][C:11]([C:14]2([O:20][CH3:21])[CH2:19][CH2:18][O:17][CH2:16][CH2:15]2)=[CH:10][CH:9]=1)[C:3]([OH:33])=[O:2])=[O:32] |f:1.2.3.4.5.6.7.8.9.10.11|. Procedure details: In a mixed solvent of THF (250 ml) and water (125 ml), (S,E)-2-(2,6-dichlorobenzamido)-5-[4-(4-methoxytetrahydropyran-4-yl)-phenyl]pent-4-enoic acid methyl ester (9.80 g) was dissolved, and the resulting mixture was cooled to 0° C. Barium hydroxide octahydrate (3.14 g) was added thereto and the resulting mixture was stirred at 0° C. for 8 hours. The reaction solution was concentrated to remove THF, and water (150 ml) was added thereto, followed by washing the resulting mixture with ether. Aqueou... Starting materials: CCOC(=O)C(=CN(C)C)C(=O)c1cc(Br)c(OC)cc1OC, Cc1ccccc1, Cl, CC(C)C(N)CO. Yields the product CCOC(=O)C(=CNC(CO)C(C)C)C(=O)c1cc(Br)c(OC)cc1OC. As a reaction SMILES: [Br:1][c:2]1[c:3]([O:22][CH3:23])[cH:4][c:5]([O:20][CH3:21])[c:6]([C:7](=[O:8])[C:9]([C:10](=[O:11])[O:12][CH2:13][CH3:14])=[CH:15][N:16]([CH3:17])[CH3:18])[cH:19]1.[CH3:32][c:33]1[cH:34][cH:35][cH:36][cH:37][cH:38]1.[ClH:31].[NH2:24][CH:25]([CH:26]([CH3:27])[CH3:28])[CH2:29][OH:30]>>[Br:1][c:2]1[c:3]([O:22][CH3:23])[cH:4][c:5]([O:20][CH3:21])[c:6]([C:7](=[O:8])[C:9]([C:10](=[O:11])[O:12][CH2:13][CH3:14])=[CH:15][NH:24][CH:25]([CH:26]([CH3:27])[CH3:28])[CH2:29][OH:30])[cH:19]1. Starting materials: COC(=O)CO, CS(=O)(=O)c1nc2c(c(Nc3ccc(C(F)(F)F)cc3)n1)CCN(c1ncccc1Cl)C2, [H-], [Na+], CN(C)C=O. The product is COC(=O)COc1nc2c(c(Nc3ccc(C(F)(F)F)cc3)n1)CCN(c1ncccc1Cl)C2. RXN SMILES: [C:1]([CH2:2][OH:3])(=[O:4])[O:5][CH3:6].[Cl:9][c:10]1[c:11]([N:16]2[CH2:17][c:18]3[n:19][c:20]([S:37]([CH3:38])(=[O:39])=[O:40])[n:21][c:22]([NH:26][c:27]4[cH:28][cH:29][c:30]([C:33]([F:34])([F:35])[F:36])[cH:31][cH:32]4)[c:23]3[CH2:24][CH2:25]2)[n:12][cH:13][cH:14][cH:15]1.[H-:8].[Na+:7].[O:41]=[CH:42][N:43]([CH3:44])[CH3:45]>>[C:1]([CH2:2][O:3][c:20]1[n:19][c:18]2[c:23]([c:22]([NH:26][c:27]3[cH:28][cH:29][c:30]([C:33]([F:34])([F:35])[F:36])[cH:31][cH:32]3)[n:21]1)[CH2:24][CH2:25][N:16]([c:11]1[c:10]([Cl:9])[cH:15][cH:14][cH:13][n:12]1)[CH2:17]2)(=[O:4])[O:5][CH3:6].